From a dataset of the Open Reaction Database (ORD), a public repository of structured organic reaction records. describe an organic reaction: reactants, conditions, products, and yield Reactants: C(CCl)Cl (EDC), CC=1OC(=C(N1)C(=O)O)C (2,5-dimethyl-oxazole-4-carboxylic acid), TEA, CC=1C=C(CBr)C=CC1C (3,4-dimethylbenzyl bromide), C([O-])([O-])=O.[K+].[K+] (potassium carbonate), C(C)(C)(C)OC(=O)N1CC=2C=C3C(=CC2C[C@H]1C(N[C@@H](CC1=CC=C(C=C1)C1=C(C(=NC=C1)C)C)C(=O)OC)=O)OC[C@@H](O3)C3=CC=C(C=C3)O ((3S,8S)-8-{(S)-2-[4-(2,3-Dimethyl-pyridin-4-yl)-phenyl]-1-methoxycarbonyl-ethyl-carbamoyl}-3-(4-hydroxy-phenyl)-2,3,8,9-tetrahydro-6H-[1,4]dioxino[2,3-g]isoquinoline-7-carboxylic acid tert-butyl ester). Solvent: C(Cl)Cl (DCM), CN(C)C=O (DMF), O (water). Product: CC=1C=C(COC2=CC=C(C=C2)[C@@H]2OC=3C(=CC=4C[C@H](N(CC4C3)C(=O)C=3N=C(OC3C)C)C(=O)N[C@H](C(=O)O)CC3=CC=C(C=C3)C3=C(C(=NC=C3)C)C)OC2)C=CC1C ((S)-2-{[(3S,8S)-3-[4-(3,4-Dimethyl-benzyloxy)-phenyl]-7-(2,5-dimethyl-oxazole-4-carbonyl)-2,3,6,7,8,9-hexahydro-[1,4]dioxino[2,3-g]isoquinoline-8-carbonyl]-amino}-3-[4-(2,3-dimethyl-pyridin-4-yl)-phenyl]-propionic acid). RXN SMILES: C(O[C:6]([N:8]1[C@H:17]([C:18](=[O:40])[NH:19][C@H:20]([C:36]([O:38]C)=[O:37])[CH2:21][C:22]2[CH:27]=[CH:26][C:25]([C:28]3[CH:33]=[CH:32][N:31]=[C:30]([CH3:34])[C:29]=3[CH3:35])=[CH:24][CH:23]=2)[CH2:16][C:15]2[CH:14]=[C:13]3[O:41][CH2:42][C@H:43]([C:45]4[CH:50]=[CH:49][C:48]([OH:51])=[CH:47][CH:46]=4)[O:44][C:12]3=[CH:11][C:10]=2[CH2:9]1)=[O:7])(C)(C)C.[CH3:52][C:53]1[CH:54]=[C:55]([CH:58]=[CH:59][C:60]=1[CH3:61])[CH2:56]Br.C(=O)([O-])[O-].[K+].[K+].C(Cl)CCl.[CH3:72][C:73]1[O:74][C:75]([CH3:81])=[C:76](C(O)=O)[N:77]=1>CN(C=O)C.C(Cl)Cl.O>[CH3:52][C:53]1[CH:54]=[C:55]([CH:58]=[CH:59][C:60]=1[CH3:61])[CH2:56][O:51][C:48]1[CH:47]=[CH:46][C:45]([C@H:43]2[CH2:42][O:41][C:13]3=[CH:14][C:15]4[CH2:16][C@@H:17]([C:18]([NH:19][C@@H:20]([CH2:21][C:22]5[CH:23]=[CH:24][C:25]([C:28]6[CH:33]=[CH:32][N:31]=[C:30]([CH3:34])[C:29]=6[CH3:35])=[CH:26][CH:27]=5)[C:36]([OH:38])=[O:37])=[O:40])[N:8]([C:6]([C:76]5[N:77]=[C:73]([CH3:72])[O:74][C:75]=5[CH3:81])=[O:7])[CH2:9][C:10]=4[CH:11]=[C:12]3[O:44]2)=[CH:50][CH:49]=1 |f:2.3.4|. Procedure: (3S,8S)-8-{(S)-2-[4-(2,3-Dimethyl-pyridin-4-yl)-phenyl]-1-methoxycarbonyl-ethyl-carbamoyl}-3-(4-hydroxy-phenyl)-2,3,8,9-tetrahydro-6H-[1,4]dioxino[2,3-g]isoquinoline-7-carboxylic acid tert-butyl ester (30 mg) was dissolved in DMF and 3,4-dimethylbenzyl bromide (2 equiv) and potassium carbonate (3 eq.) added. The reaction mixture was stirred at room temperature and was poured onto EtOAc and water. The organic layer was dried over sodium sulfate and concentrated. The mixture was purified over sili... Starting materials: CO, O=[N+]([O-])c1ccc(O)cc1C(F)(F)F. The product is Nc1ccc(O)cc1C(F)(F)F. RXN SMILES: [CH3:15][OH:16].[N+:1]([O-:2])(=[O:3])[c:4]1[c:5]([C:11]([F:12])([F:13])[F:14])[cH:6][c:7]([OH:10])[cH:8][cH:9]1>>[NH2:1][c:4]1[c:5]([C:11]([F:12])([F:13])[F:14])[cH:6][c:7]([OH:10])[cH:8][cH:9]1. Reactants: CC(C)(C)NS(=O)(=O)c1cccc(-c2cc(-c3nc(-c4ccc(C(F)(F)F)nc4)cc(C(F)(F)F)n3)ccn2)c1, ClCCl, O=C(O)C(F)(F)F. Product: NS(=O)(=O)c1cccc(-c2cc(-c3nc(-c4ccc(C(F)(F)F)nc4)cc(C(F)(F)F)n3)ccn2)c1. As a reaction SMILES: [C:1]([CH3:2])([CH3:3])([CH3:4])[NH:5][S:6](=[O:7])(=[O:8])[c:9]1[cH:10][c:11](-[c:15]2[n:16][cH:17][cH:18][c:19](-[c:21]3[n:22][c:23](-[c:31]4[cH:32][n:33][c:34]([C:37]([F:38])([F:39])[F:40])[cH:35][cH:36]4)[cH:24][c:25]([C:27]([F:28])([F:29])[F:30])[n:26]3)[cH:20]2)[cH:12][cH:13][cH:14]1.[Cl:48][CH2:49][Cl:50].[F:41][C:42]([F:43])([F:44])[C:45]([OH:46])=[O:47]>>[NH2:5][S:6](=[O:7])(=[O:8])[c:9]1[cH:10][c:11](-[c:15]2[n:16][cH:17][cH:18][c:19](-[c:21]3[n:22][c:23](-[c:31]4[cH:32][n:33][c:34]([C:37]([F:38])([F:39])[F:40])[cH:35][cH:36]4)[cH:24][c:25]([C:27]([F:28])([F:29])[F:30])[n:26]3)[cH:20]2)[cH:12][cH:13][cH:14]1. The reactants are BrC1=CC=C(C(=C1O)OC)OC(F)F (6-bromo-3-(difluoromethoxy)-2-methoxyphenol), C([O-])([O-])=O.[K+].[K+] (potassium carbonate), BrCC(CO)(C)C (3-bromo-2,2-dimethylpropan-1-ol). Run in CN(C=O)C (dimethylformamide). Conditions: temperature 80 celsius. The product is BrC1=CC=C(C(=C1OCC(CO)(C)C)OC)OC(F)F (3-(6-Bromo-3-(difluoromethoxy)-2-methoxyphenoxy)-2,2-dimethylpropan-1-ol). Yield: 75.8%. Reaction SMILES: [Br:1][C:2]1[C:7]([OH:8])=[C:6]([O:9][CH3:10])[C:5]([O:11][CH:12]([F:14])[F:13])=[CH:4][CH:3]=1.C(=O)([O-])[O-].[K+].[K+].Br[CH2:22][C:23]([CH3:27])([CH3:26])[CH2:24][OH:25]>CN(C)C=O>[Br:1][C:2]1[C:7]([O:8][CH2:22][C:23]([CH3:27])([CH3:26])[CH2:24][OH:25])=[C:6]([O:9][CH3:10])[C:5]([O:11][CH:12]([F:13])[F:14])=[CH:4][CH:3]=1 |f:1.2.3|. Procedure details: To a stirring solution of 6-bromo-3-(difluoromethoxy)-2-methoxyphenol (200 mg, 0.743 mmol) in dimethylformamide (10 mL) was added potassium carbonate (307 mg, 2.229 mmol) and 3-bromo-2,2-dimethylpropan-1-ol (248 mg, 1.486 mmol) and the resultant reaction mixture was heated to 80° C. for 2 h. The reaction mixture was cooled to RT, filtered through celite and the filtrate was concentrated under reduced pressure to afford 200 mg of 3-(6-Bromo-3-(difluoromethoxy)-2-methoxyphenoxy)-2,2-dimethylpropan... Starting materials: CC#N, O=C(O)c1cc([N+](=O)[O-])c(F)cc1Cl, [K+], [K+], O=C([O-])[O-], O=S(Cl)Cl, c1ccccc1, Nc1cnc2[nH]ccc2c1. Yields the product O=C(Nc1cnc2[nH]ccc2c1)c1cc([N+](=O)[O-])c(F)cc1Cl. Reaction SMILES: [CH3:41][C:42]#[N:43].[Cl:1][c:2]1[c:3]([C:4](=[O:5])[OH:6])[cH:7][c:8]([N+:12](=[O:13])[O-:14])[c:9]([F:11])[cH:10]1.[K+:19].[K+:20].[O-:21][C:22]([O-:23])=[O:24].[S:15]([Cl:16])([Cl:17])=[O:18].[cH:35]1[cH:36][cH:37][cH:38][cH:39][cH:40]1.[nH:25]1[cH:26][cH:27][c:28]2[c:29]1[n:30][cH:31][c:32]([NH2:34])[cH:33]2>>[Cl:1][c:2]1[c:3]([C:4](=[O:6])[NH:34][c:32]2[cH:31][n:30][c:29]3[nH:25][cH:26][cH:27][c:28]3[cH:33]2)[cH:7][c:8]([N+:12](=[O:13])[O-:14])[c:9]([F:11])[cH:10]1. Reactants: N1C2=C(SCC1=O)C=CC1=CC=CC=C12 (1H-naphtho[2,1-b][1,4]thiazin-2(3H)-one), ClC1=CC=C(C=O)C=C1 (4-chlorobenzaldehyde), C[O-].[Na+] (sodium methoxide), CN(C=O)C (dimethylformamide). Run in O (water). Product: ClC1=CC=C(C=C2C(NC3=C(S2)C=CC2=CC=CC=C23)=O)C=C1 (3-(4-chlorobenzylidene)-1H-naphtho[2,1-b][1,4]thiazin-2(3H)-one). The yield is 52.8%. As a reaction SMILES: [NH:1]1[C:6](=[O:7])[CH2:5][S:4][C:3]2[CH:8]=[CH:9][C:10]3[C:15]([C:2]1=2)=[CH:14][CH:13]=[CH:12][CH:11]=3.[Cl:16][C:17]1[CH:24]=[CH:23][C:20]([CH:21]=O)=[CH:19][CH:18]=1.C[O-].[Na+].CN(C)C=O>O>[Cl:16][C:17]1[CH:24]=[CH:23][C:20]([CH:21]=[C:5]2[S:4][C:3]3[CH:8]=[CH:9][C:10]4[C:15]([C:2]=3[NH:1][C:6]2=[O:7])=[CH:14][CH:13]=[CH:12][CH:11]=4)=[CH:19][CH:18]=1 |f:2.3|. Reported procedure: A mixture of 1H-naphtho[2,1-b][1,4]thiazin-2(3H)-one (5.17 g), 4-chlorobenzaldehyde (5.62 g), sodium methoxide (1.73 g) and dimethylformamide (80 ml) is refluxed for 4.5 hours. After cooling, the reaction mixture is poured into water and the resulting precipitate is separated by filtration, washed and dried and then is recrystallized from tetrahydrofuran-n-hexane to give 3-(4-chlorobenzylidene)-1H-naphtho[2,1-b][1,4]thiazin-2(3H)-one (4.28 g). M.p. 277°-279° C. Reactants: BrC=1C=NC(=NC1)N1C(N(C2C1CCC2)CCOC)=O ((rac)-(3aSR,6aRS)-1-(5-bromo-pyrimidin-2-yl)-3-(2-methoxy-ethyl)-hexahydro-cyclopentaimidazol-2-one), C(#C)C1=CC=CC=C1 (ethynylbenzene). Yields the product COCCN1C(N(C2C1CCC2)C2=NC=C(C=N2)C#CC2=CC=CC=C2)=O (racemic (rac)-(3aRS,6aSR)-1-(2-methoxy-ethyl)-3-(5-phenylethynyl-pyrimidin-2-yl)-hexahydro-cyclopentaimidazol-2-one). RXN SMILES: Br[C:2]1[CH:3]=[N:4][C:5]([N:8]2[CH:12]3[CH2:13][CH2:14][CH2:15][CH:11]3[N:10]([CH2:16][CH2:17][O:18][CH3:19])[C:9]2=[O:20])=[N:6][CH:7]=1.[C:21]([C:23]1[CH:28]=[CH:27][CH:26]=[CH:25][CH:24]=1)#[CH:22]>>[CH3:19][O:18][CH2:17][CH2:16][N:10]1[CH:11]2[CH2:15][CH2:14][CH2:13][CH:12]2[N:8]([C:5]2[N:4]=[CH:3][C:2]([C:22]#[C:21][C:23]3[CH:28]=[CH:27][CH:26]=[CH:25][CH:24]=3)=[CH:7][N:6]=2)[C:9]1=[O:20]. Procedure details: The title compound was prepared in accordance with the general method of Example 1, step 5 starting from (rac)-(3aSR,6aRS)-1-(5-bromo-pyrimidin-2-yl)-3-(2-methoxy-ethyl)-hexahydro-cyclopentaimidazol-2-one (Example 10, step 3) and ethynylbenzene to yield racemic (rac)-(3aRS,6aSR)-1-(2-methoxy-ethyl)-3-(5-phenylethynyl-pyrimidin-2-yl)-hexahydro-cyclopentaimidazol-2-one as an light yellow oil; MS: m/e=363.3 (M+H+).